From a dataset of the Open Reaction Database (ORD), a public repository of structured organic reaction records. describe an organic reaction: reactants, conditions, products, and yield The reactants are Palladium(0),tetrakis(triphenylphosphine), ClC1=NC=C(C=C1)Cl (2,5-dichloropyridine), OC1=CC=C(C=C1)B(O)O (4-hydroxybenzene boronic acid), C([O-])([O-])=O.[K+].[K+] (potassium carbonate). Run in O1CCOCC1 (dioxane), O (water). The product is ClC=1C=CC(=NC1)C1=CC=C(C=C1)O (4-(5-Chloro-pyridin-2-yl)-phenol). Yield: 93.0%. RXN SMILES: Cl[C:2]1[CH:7]=[CH:6][C:5]([Cl:8])=[CH:4][N:3]=1.[OH:9][C:10]1[CH:15]=[CH:14][C:13](B(O)O)=[CH:12][CH:11]=1.C(=O)([O-])[O-].[K+].[K+]>O1CCOCC1.O>[Cl:8][C:5]1[CH:6]=[CH:7][C:2]([C:13]2[CH:14]=[CH:15][C:10]([OH:9])=[CH:11][CH:12]=2)=[N:3][CH:4]=1 |f:2.3.4|. Procedure: Palladium(0),tetrakis(triphenylphosphine) (4.69 g, 4.05 mmol) was added to a stirred suspension of 2,5-dichloropyridine (12.0 g, 81.08 mmol), 4-hydroxybenzene boronic acid (11.2 g, 81.1 mmol) and potassium carbonate (11.2 g, 81.1 mmol) in dioxane (100 mL) and water (100 mL). The mixture was refluxed for 2 hours, then partitioned between diethyl ether (100 mL) and water (100 mL). The organics were washed with brine (100 mL), dried over magnesium sulphate and concentrated under reduced pressure. T...